From a dataset of the Open Reaction Database (ORD), a public repository of structured organic reaction records. describe an organic reaction: reactants, conditions, products, and yield The solvent is O (Water), C(C)(=O)OCC.CCCCCC (ethyl acetate n-hexane). Yield: 76.4%. The product is CN(S(=O)(=O)C)C1=NC(=C(C(=N1)C1=CC=C(C=C1)F)/C=C/[C@@H]1C[C@@H](OC(O1)(C)C)CC(=O)N(C)OC)C(C)C (E-(6-{2-[2-(N-methyl-N-methanesulfonylamino)-4-(4-fluorophenyl)-6-isopropyl-pyrimidin-5-yl]vinyl}-[(4R,6S)-2,2-dimethyl-[1,3]dioxan-4-yl])-N-methoxy-N-methyl-acetamide). Procedure details: Tributyl[2-(N-methyl-N-methanesulfonylamino)-4-(4-fluorophenyl)-6-isopropyl-pyrimidin-5-ylmethyl]phosphonium bromide (13.9 g), 2-[(4R,6S)-6-formyl-2,2-dimethyl-[1,3]dioxan-4-yl]-N-methoxy-N-methyl-acetamide (5.0 g), dimethylformamide (100.0 mL), and potassium carbonate (8.5 g) were added to a reactor. The reaction mixture was stirred at 70˜75° C. for 6 hours. The reaction was monitored with thin layer chromatography (ethyl acetate/n-hexane=1:3). The reaction mixture was cooled to 20˜30° C. Water... Reaction conditions: time 6 hour. Reaction SMILES: [Br-].C([P+](CCCC)(CCCC)[CH2:7][C:8]1[C:9]([C:23]2[CH:28]=[CH:27][C:26]([F:29])=[CH:25][CH:24]=2)=[N:10][C:11]([N:17]([CH3:22])[S:18]([CH3:21])(=[O:20])=[O:19])=[N:12][C:13]=1[CH:14]([CH3:16])[CH3:15])CCC.[CH:38]([C@H:40]1[O:45][C:44]([CH3:47])([CH3:46])[O:43][C@@H:42]([CH2:48][C:49]([N:51]([O:53][CH3:54])[CH3:52])=[O:50])[CH2:41]1)=O.CN(C)C=O.C(=O)([O-])[O-].[K+].[K+]>O.C(OCC)(=O)C.CCCCCC>[CH3:22][N:17]([C:11]1[N:10]=[C:9]([C:23]2[CH:28]=[CH:27][C:26]([F:29])=[CH:25][CH:24]=2)[C:8](/[CH:7]=[CH:38]/[C@H:40]2[O:45][C:44]([CH3:46])([CH3:47])[O:43][C@@H:42]([CH2:48][C:49]([N:51]([O:53][CH3:54])[CH3:52])=[O:50])[CH2:41]2)=[C:13]([CH:14]([CH3:16])[CH3:15])[N:12]=1)[S:18]([CH3:21])(=[O:20])=[O:19] |f:0.1,4.5.6,8.9|. The reactants are [Br-].C(CCC)[P+](CC=1C(=NC(=NC1C(C)C)N(S(=O)(=O)C)C)C1=CC=C(C=C1)F)(CCCC)CCCC (Tributyl[2-(N-methyl-N-methanesulfonylamino)-4-(4-fluorophenyl)-6-isopropyl-pyrimidin-5-ylmethyl]phosphonium bromide), C(=O)[C@@H]1C[C@@H](OC(O1)(C)C)CC(=O)N(C)OC (2-[(4R,6S)-6-formyl-2,2-dimethyl-[1,3]dioxan-4-yl]-N-methoxy-N-methyl-acetamide), CN(C=O)C (dimethylformamide), C([O-])([O-])=O.[K+].[K+] (potassium carbonate). Reactants: O (water), C(C)(C)(C)OC(=O)C(C(C(=O)N[C@H]1C(NC2=C(CC1)C=CC=C2)=O)N)(C)C (3-t-butoxycarbonyl-amino-3-methyl-N-[2,3,4,5-tetrahydro-2-oxo-1H-1-benzazepin-3(R)-yl]-butanamide), [H-].[Na+] (sodium hydride oil dispersion), CN(C=O)C (dimethylformamide), solid, BrCC1=CC=C(C=C1)C1=C(C=CC=C1)NC(=O)OC (4-bromomethyl-2'-(methoxycarbonyl)amino-1,1'-biphenyl). Solvent: C(C)(=O)OCC (ethyl acetate). Conditions: time 30 minute. Yields the product COC(=O)NC1=C(C=CC=C1)C1=CC=C(C=C1)CN1C([C@@H](CCC2=C1C=CC=C2)NC(CC(C)(C)NC(=O)OC(C)(C)C)=O)=O (N-[1-[[2'-[(Methoxycarbonyl)amino][1,1'-biphenyl]-4-yl]methyl]-2,3,4,5-tetrahydro-2-oxo-1H-1-benzazepin-3(R)-yl]-3-t-butoxycarbonylamino-3-methylbutanamide). Yield: 63.0%. RXN SMILES: C(OC([C:8]([CH3:27])([CH3:26])[CH:9](N)[C:10]([NH:12][C@@H:13]1[CH2:19][CH2:18][C:17]2[CH:20]=[CH:21][CH:22]=[CH:23][C:16]=2[NH:15][C:14]1=[O:24])=[O:11])=O)(C)(C)C.[H-].[Na+].Br[CH2:31][C:32]1[CH:37]=[CH:36][C:35]([C:38]2[CH:43]=[CH:42][CH:41]=[CH:40][C:39]=2[NH:44][C:45]([O:47][CH3:48])=[O:46])=[CH:34][CH:33]=1.[OH2:49].C[N:51](C)[CH:52]=[O:53]>C(OCC)(=O)C>[CH3:48][O:47][C:45]([NH:44][C:39]1[CH:40]=[CH:41][CH:42]=[CH:43][C:38]=1[C:35]1[CH:36]=[CH:37][C:32]([CH2:31][N:15]2[C:16]3[CH:23]=[CH:22][CH:21]=[CH:20][C:17]=3[CH2:18][CH2:19][C@@H:13]([NH:12][C:10](=[O:11])[CH2:9][C:8]([NH:51][C:52]([O:53][C:8]([CH3:27])([CH3:26])[CH3:9])=[O:49])([CH3:26])[CH3:27])[C:14]2=[O:24])=[CH:33][CH:34]=1)=[O:46] |f:1.2|. Reported procedure: A solution of 222 mg (0.594 mmol) of 3-t-butoxycarbonyl-amino-3-methyl-N-[2,3,4,5-tetrahydro-2-oxo-1H-1-benzazepin-3(R)-yl]-butanamide (Step I) in 6 mL of dry dimethylformamide was treated with 30 mg of 60% sodium hydride oil dispersion (18 mg NaH, 0.75 mmol, 1.3 eq). The reaction mixture was stirred at room temperature for 30 minutes. To the solution was added 190 mg (0.594 mmol) of solid 4-bromomethyl-2'-(methoxycarbonyl)amino-1,1'-biphenyl. After stirring at room temperature for 1 hour, the r... As a reaction SMILES: [OH:1][CH2:2][C:3]([CH2:8][OH:9])([CH2:6][OH:7])[CH2:4][OH:5].[C:10](OCC)(OCC)(OCC)[CH3:11].C1(C)C=CC(S(O)(=O)=O)=CC=1.N1C=CC=CC=1>C(OCCCCCCCC)(=O)C1C(=CC=CC=1)C(OCCCCCCCC)=O>[CH3:10][C:11]12[O:7][CH2:6][C:3]([CH2:8][OH:9])([CH2:4][O:5]1)[CH2:2][O:1]2 |f:2.3|. The product is CC12OCC(CO1)(CO2)CO (1-Methyl-4-(hydroxymethyl)-2,6,7-trioxabicyclo[2.2.2]octane). Reactants: OCC(CO)(CO)CO (Pentaerythritol), C(C)(OCC)(OCC)OCC (triethyl orthoacetate), C1(=CC=C(C=C1)S(=O)(=O)O)C.N1=CC=CC=C1 (pyridine p-toluenesulfonate). Reported procedure: Pentaerythritol (13.6 g, 0.1 mol), triethyl orthoacetate (16.22 g, 0.1 mol, 18.3 mL), pyridine p-toluenesulfonate (PPTS) (0.5 g, 2 mmol) and 100 mL of dioctyl phthalate were mixed in a 250 mL, round-bottom flask fitted with a regular distillation apparatus. The mixture was heated to 130°-140° C. and ethanol was slowly distilled. When the amount of ethanol was close to the theoretical value the pressure was reduced to <0.1 torr and the product was distilled in vacuo. The white product which disti... The yield is 85.0%. The solvent is C(C=1C(C(=O)OCCCCCCCC)=CC=CC1)(=O)OCCCCCCCC (dioctyl phthalate). Reactants: O=C1OCc2ccccc21, [K+], O=[N+]([O-])[O-], O=S(=O)(O)O. Product: O=C1OCc2ccc([N+](=O)[O-])cc21. RXN SMILES: [C:1]1(=[O:10])[O:2][CH2:3][c:4]2[cH:5][cH:6][cH:7][cH:8][c:9]21.[K+:11].[O-:12][N+:13]([O-:14])=[O:15].[S:16](=[O:17])(=[O:18])([OH:19])[OH:20]>>[C:1]1(=[O:10])[O:2][CH2:3][c:4]2[cH:5][cH:6][c:7]([N+:13](=[O:12])[O-:14])[cH:8][c:9]21.